Dataset: the Open Reaction Database (ORD), a public repository of structured organic reaction records. Task: describe an organic reaction: reactants, conditions, products, and yield Reactants: crude product, 3-butyl-4-methyl-2-oxo-piperidine 1-(N-2-phenylethyl)-carboxamide, C(CCC)C1C(N(CCC1C)C(=O)NCCC1=CC=C(C=C1)S(=O)(=O)N)=O (4-(2-[3-butyl-4-methyl-2-oxo-piperidine-1-carboxamido)-ethyl]-benzenesulfonamide), S(=O)(=O)(O)Cl (sulfochloride), N (ammonia), S(=O)(=O)(O)Cl (sulfochloride), C(CCC)C1C(NCCC1C)=O (3-butyl-4-methyl-2-oxo-piperidine), C1(=CC=CC=C1)CCN=C=O (phenylethyl-isocyanate), ClS(=O)(=O)O (chlorosulfonic acid). Run in CO (methanol). The product is C1(CCCCC1)N=C=O (cyclohexyl isocyanate), C(CCC)C1C(N(CCC1C)C(=O)NCCC1=CC=C(C=C1)S(=O)(=O)NC(=O)NC1CCCCC1)=O (N-(4-[2-(3-butyl-4-methyl-2-oxo-piperidine-1-carboxamido)-ethyl]-benzenesulfonyl)-N'-cyclohexyl urea). Reaction SMILES: [CH2:1]([CH:5]1[CH:10](C)[CH2:9][CH2:8][NH:7][C:6]1=[O:12])[CH2:2]CC.C1(CCN=C=O)C=CC=CC=1.ClS(O)(=O)=O.N.[CH2:30]([CH:34]1[CH:39]([CH3:40])[CH2:38][CH2:37][N:36]([C:41]([NH:43][CH2:44][CH2:45][C:46]2[CH:51]=[CH:50][C:49]([S:52]([NH2:55])(=[O:54])=[O:53])=[CH:48][CH:47]=2)=[O:42])[C:35]1=[O:56])[CH2:31][CH2:32][CH3:33]>CO>[CH:8]1([N:7]=[C:6]=[O:12])[CH2:2][CH2:1][CH2:5][CH2:10][CH2:9]1.[CH2:30]([CH:34]1[CH:39]([CH3:40])[CH2:38][CH2:37][N:36]([C:41]([NH:43][CH2:44][CH2:45][C:46]2[CH:51]=[CH:50][C:49]([S:52]([NH:55][C:6]([NH:7][CH:8]3[CH2:2][CH2:1][CH2:5][CH2:10][CH2:9]3)=[O:12])(=[O:53])=[O:54])=[CH:48][CH:47]=2)=[O:42])[C:35]1=[O:56])[CH2:31][CH2:32][CH3:33]. Procedure details: 3-butyl-4-methyl-2-oxo-piperidine (m.p. 95°-98° C., prepared according to German Offenlegungsschrift No. 1,023,464) is converted according to Example 2 with phenylethyl-isocyanate to 3-butyl-4-methyl-2-oxo-piperidine-1-(N-2-phenylethyl)-carboxamide, this crude product is converted with chlorosulfonic acid to the sulfochloride, the sulfochloride is converted with ammonia to 4-(2-[3-butyl-4-methyl-2-oxo-piperidine-1-carboxamido)-ethyl]-benzenesulfonamide, m.p. 165°-167° C., from which there is obt...